From a dataset of the Open Reaction Database (ORD), a public repository of structured organic reaction records. describe an organic reaction: reactants, conditions, products, and yield Starting materials: FC1=CC=2N=CNC(C2C=N1)=O (7-fluoro-4-oxo-3H-pyrido[4,3-d]pyrimidine), O=P(Cl)(Cl)Cl (POCl3). Yields the product ClC=1C2=C(N=CN1)C=C(N=C2)F (4-chloro-7-fluoropyrido[4,3-d]pyrimidine). As a reaction SMILES: [F:1][C:2]1[N:11]=[CH:10][C:9]2[C:8](=O)[NH:7][CH:6]=[N:5][C:4]=2[CH:3]=1.O=P(Cl)(Cl)[Cl:15]>>[Cl:15][C:8]1[C:9]2[CH:10]=[N:11][C:2]([F:1])=[CH:3][C:4]=2[N:5]=[CH:6][N:7]=1. Reported procedure: A suspension of 7-fluoro-4-oxo-3H-pyrido[4,3-d]pyrimidine (0.23 g, 1.39 mmol) in POCl3 (10 mL) is stirred under reflux for 3.5 h, and is then concentrated under vacuum. The resulting oil is ice-cooled, diluted with CH2cl2 (100 mL), saturated aqueous Na2CO3 (40 mL) and ice, and stirred at 20° C. for 2 h. The CH2Cl2 extract is separated and the aqueous portion further extracted with CH2Cl2 (2×100 mL), and then the combined extracts are dried (Na2SO.) and filtered to give crude 4-chloro-7-fluoropyr...